Dataset: the Open Reaction Database (ORD), a public repository of structured organic reaction records. Task: describe an organic reaction: reactants, conditions, products, and yield Reactants: CCOC(=O)C (EtOAc), [H-].[Na+] (NaH), NC=1N=C(C(=NC1CO)C=1C=CC(N(C1)C(C)C)=O)C1=CC=CC=C1 (5-[5-amino-6-(hydroxymethyl)-3-phenyl-2-pyrazinyl]-1-isopropyl-2(1H)-pyridone), CI (MeI). Solvent: O (water), CN(C)C=O (DMF). Conditions: temperature 25 celsius, time 10 minute. Yields the product NC=1N=C(C(=NC1COC)C=1C=CC(N(C1)C(C)C)=O)C1=CC=CC=C1 (5-[5-amino-6-(methoxymethyl)-3-phenyl-2-pyrazinyl]-1-isopropyl-2(1H)-pyridone). Reaction SMILES: [H-].[Na+].[NH2:3][C:4]1[N:5]=[C:6]([C:22]2[CH:27]=[CH:26][CH:25]=[CH:24][CH:23]=2)[C:7]([C:12]2[CH:13]=[CH:14][C:15](=[O:21])[N:16]([CH:18]([CH3:20])[CH3:19])[CH:17]=2)=[N:8][C:9]=1[CH2:10][OH:11].CI.[CH3:30]COC(C)=O>CN(C=O)C.O>[NH2:3][C:4]1[N:5]=[C:6]([C:22]2[CH:27]=[CH:26][CH:25]=[CH:24][CH:23]=2)[C:7]([C:12]2[CH:13]=[CH:14][C:15](=[O:21])[N:16]([CH:18]([CH3:20])[CH3:19])[CH:17]=2)=[N:8][C:9]=1[CH2:10][O:11][CH3:30] |f:0.1|. Procedure: Under ice-bath cooling, NaH (60% pure, 18 mg) was added to a suspension of 5-[5-amino-6-(hydroxymethyl)-3-phenyl-2-pyrazinyl]-1-isopropyl-2(1H)-pyridone (100 mg) in DMF (1.0 ml). After 10 minute stirring, MeI (127 mg) was added to the mixture. After 10 minutes stirring at the same temperature, the mixture was allowed to warm to 25° C. After 3.5 hours stirring, EtOAc and water were poured into the mixture, and the organic layer was separated, washed with water and brine, and dried over MgSO4. The... Starting materials: C(C)OC(=O)C1(CC1)C1=CC=C(C=C1)C1=CC=C(C=C1)C1=C(C(=NO1)C)CBr (1-[4′-(4-bromomethyl-3-methyl-isoxazol-5-yl)-biphenyl-4-yl]-cyclopropanecarboxylic acid ethyl ester), C(C1=CC=CC=C1)[C@@H]1NC(OC1)=O ((S)-4-benzyl-oxazolidin-2-one). The product is C(C)OC(=O)C1(CC1)C1=CC=C(C=C1)C1=CC=C(C=C1)C1=C(C(=NO1)C)CN1C(OC[C@@H]1CC1=CC=CC=C1)=O (1-{4′-[4-((S)-4-Benzyl-2-oxo-oxazolidin-3-ylmethyl)-3-methyl-isoxazol-5-yl]-biphenyl-4-yl}-cyclopropanecarboxylic acid ethyl ester). As a reaction SMILES: [CH2:1]([O:3][C:4]([C:6]1([C:9]2[CH:14]=[CH:13][C:12]([C:15]3[CH:20]=[CH:19][C:18]([C:21]4[O:25][N:24]=[C:23]([CH3:26])[C:22]=4[CH2:27]Br)=[CH:17][CH:16]=3)=[CH:11][CH:10]=2)[CH2:8][CH2:7]1)=[O:5])[CH3:2].[CH2:29]([C@H:36]1[CH2:40][O:39][C:38](=[O:41])[NH:37]1)[C:30]1[CH:35]=[CH:34][CH:33]=[CH:32][CH:31]=1>>[CH2:1]([O:3][C:4]([C:6]1([C:9]2[CH:14]=[CH:13][C:12]([C:15]3[CH:20]=[CH:19][C:18]([C:21]4[O:25][N:24]=[C:23]([CH3:26])[C:22]=4[CH2:27][N:37]4[C@@H:36]([CH2:29][C:30]5[CH:35]=[CH:34][CH:33]=[CH:32][CH:31]=5)[CH2:40][O:39][C:38]4=[O:41])=[CH:17][CH:16]=3)=[CH:11][CH:10]=2)[CH2:8][CH2:7]1)=[O:5])[CH3:2]. Reported procedure: Prepared according to the procedure described in Example 5, Step 3, using 1-[4′-(4-bromomethyl-3-methyl-isoxazol-5-yl)-biphenyl-4-yl]-cyclopropanecarboxylic acid ethyl ester and (S)-4-benzyl-oxazolidin-2-one. The reactants are ClC1=C(C=CC=C1)S(=O)(=O)NCC(C)C (2-chloro-N-isobutyl-benzenesulfonamide), BrC1=CC(=C(CBr)C=C1)F (4-bromo-2-fluorobenzyl bromide), C([O-])([O-])=O.[Cs+].[Cs+] (cesium carbonate). Reagents/catalysts: [I-].C(CCC)[N+](CCCC)(CCCC)CCCC (tetrabutylammonium iodide). The solvent is CN(C(C)=O)C (N,N-dimethylacetamide). The product is BrC1=CC(=C(CN(S(=O)(=O)C2=C(C=CC=C2)Cl)CC(C)C)C=C1)F (N-(4-bromo-2-fluoro-benzyl)-2-chloro-N-isobutyl-benzenesulfonamide). RXN SMILES: [Cl:1][C:2]1[CH:7]=[CH:6][CH:5]=[CH:4][C:3]=1[S:8]([NH:11][CH2:12][CH:13]([CH3:15])[CH3:14])(=[O:10])=[O:9].[Br:16][C:17]1[CH:24]=[CH:23][C:20]([CH2:21]Br)=[C:19]([F:25])[CH:18]=1.C(=O)([O-])[O-].[Cs+].[Cs+]>[I-].C([N+](CCCC)(CCCC)CCCC)CCC.CN(C)C(=O)C>[Br:16][C:17]1[CH:24]=[CH:23][C:20]([CH2:21][N:11]([CH2:12][CH:13]([CH3:15])[CH3:14])[S:8]([C:3]2[CH:4]=[CH:5][CH:6]=[CH:7][C:2]=2[Cl:1])(=[O:9])=[O:10])=[C:19]([F:25])[CH:18]=1 |f:2.3.4,5.6|. Procedure details: In analogy to example 10, step 3, 2-chloro-N-isobutyl-benzenesulfonamide was reacted with 4-bromo-2-fluorobenzyl bromide, cesium carbonate and 10 mol-% tetrabutylammonium iodide as a catalyst in N,N-dimethylacetamide to give N-(4-bromo-2-fluoro-benzyl)-2-chloro-N-isobutyl-benzenesulfonamide as a colorless oil. MS: 434.2 ([M+H]+) The reactants are CCOC(C)N(C)Cc1ccccc1, CO, O=CO, [K+], [K+], O=C([O-])[O-]. Reaction SMILES: [CH2:4]([CH3:5])[O:6][CH:7]([CH3:8])[N:9]([CH3:10])[CH2:11][c:12]1[cH:13][cH:14][cH:15][cH:16][cH:17]1.[CH3:24][OH:25].[CH:1](=[O:2])[OH:3].[K+:18].[K+:19].[O-:20][C:21]([O-:22])=[O:23]>>[CH:1](=[O:3])[N:9]([CH:7]([O:6][CH2:4][CH3:5])[CH3:8])[CH3:10]. Product: CCOC(C)N(C)C=O. The reactants are ClC=1C=CC=2N(N1)C(=NN2)C(C)C=2C=C1C=CC=NC1=CC2 (6-(1-(6-chloro-[1,2,4]triazolo[4,3-b]pyridazin-3-yl)ethyl)quinoline), CN1N=CC(=C1)B1OC(C(O1)(C)C)(C)C (1-methyl-4-(4,4,5,5-tetramethyl-1,3,2-dioxaborolan-2-yl)-1H-pyrazole), C([O-])([O-])=O.[Cs+].[Cs+] (cesium carbonate). Reagents/catalysts: C1=CC=C(C=C1)[PH+](C2=CC=CC=C2)[C]3[CH][CH][CH][CH]3.C1=CC=C(C=C1)[PH+](C2=CC=CC=C2)[C]3[CH][CH][CH][CH]3.C(Cl)Cl.Cl[Pd]Cl.[Fe] (dichloro[1,1′bis(diphenylphoshino)ferrocene]palladium(ii)dichloromethane adduct). Run in CN(C)C=O (DMF), O (water). Reaction conditions: temperature 100 celsius. Yields the product CN1N=CC(=C1)C=1C=CC=2N(N1)C(=NN2)C(C)C=2C=C1C=CC=NC1=CC2 (6-(1-(6-(1-methyl-1H-pyrazol-4-yl)-[1,2,4]triazolo[4,3-b]pyridazin-3-yl)ethyl)quinoline). Reaction SMILES: Cl[C:2]1[CH:3]=[CH:4][C:5]2[N:6]([C:8]([CH:11]([C:13]3[CH:14]=[C:15]4[C:20](=[CH:21][CH:22]=3)[N:19]=[CH:18][CH:17]=[CH:16]4)[CH3:12])=[N:9][N:10]=2)[N:7]=1.[CH3:23][N:24]1[CH:28]=[C:27](B2OC(C)(C)C(C)(C)O2)[CH:26]=[N:25]1.C(=O)([O-])[O-].[Cs+].[Cs+]>CN(C=O)C.O.C1C=CC([PH+]([C]2[CH][CH][CH][CH]2)C2C=CC=CC=2)=CC=1.C1C=CC([PH+]([C]2[CH][CH][CH][CH]2)C2C=CC=CC=2)=CC=1.C(Cl)Cl.Cl[Pd]Cl.[Fe]>[CH3:23][N:24]1[CH:28]=[C:27]([C:2]2[CH:3]=[CH:4][C:5]3[N:6]([C:8]([CH:11]([C:13]4[CH:14]=[C:15]5[C:20](=[CH:21][CH:22]=4)[N:19]=[CH:18][CH:17]=[CH:16]5)[CH3:12])=[N:9][N:10]=3)[N:7]=2)[CH:26]=[N:25]1 |f:2.3.4,7.8.9.10.11,^1:54,55,56,57,58,72,73,74,75,76|. Procedure details: A suspension of 6-(1-(6-chloro-[1,2,4]triazolo[4,3-b]pyridazin-3-yl)ethyl)quinoline (106 mg, 342 μmol), 1-methyl-4-(4,4,5,5-tetramethyl-1,3,2-dioxaborolan-2-yl)-1H-pyrazole (142 mg, 684 μmol), dichloro[1,1′bis(diphenylphoshino)ferrocene]palladium(ii)dichloromethane adduct (25 mg, 34 μmol), and cesium carbonate (446 mg, 1369 μmol) in DMF (1 mL) and water (0.5 mL) was sparged for 5 min with argon then heated to 100° C. in an appropriately sealed vial for 30 min. Reaction then partitioned between 9... The reactants are OC1=CC2=C(C(=CO2)CC(=O)O)C=C1 ((6-hydroxy-1-benzofuran-3-yl)acetic acid), C1(=CC=CC=C1)[C@@H](C)N ((1R)-1-phenylethylamine), CO (methanol), crude product, C(C)(C)OC(C)C (diisopropyl ether). Run in CN(C=O)C (N,N-dimethylformamide), C(C)O (ethanol). Reaction conditions: temperature 35 celsius, time 18 hour. The product is C1(=CC=CC=C1)[C@@H](C)N.OC1=CC2=C([C@@H](CO2)CC(=O)O)C=C1 ([(3S)-6-hydroxy-2,3-dihydro-1-benzofuran-3-yl]acetic acid (1R)-1-phenylethylamine salt). Isolated yield 57.9%. Reaction SMILES: [OH:1][C:2]1[CH:14]=[CH:13][C:5]2[C:6]([CH2:9][C:10]([OH:12])=[O:11])=[CH:7][O:8][C:4]=2[CH:3]=1.[C:15]1([C@H:21]([NH2:23])[CH3:22])[CH:20]=[CH:19][CH:18]=[CH:17][CH:16]=1.CO.C(OC(C)C)(C)C>CN(C)C=O.C(O)C>[C:15]1([C@H:21]([NH2:23])[CH3:22])[CH:20]=[CH:19][CH:18]=[CH:17][CH:16]=1.[OH:1][C:2]1[CH:14]=[CH:13][C:5]2[C@H:6]([CH2:9][C:10]([OH:12])=[O:11])[CH2:7][O:8][C:4]=2[CH:3]=1 |f:6.7|. Procedure details: To (6-hydroxy-1-benzofuran-3-yl)acetic acid (2.80 g) and dichloro[(+)-1,2-bis((2R,5R)-2,5-diisopropylphosphorano)benzene]ruthenium (II)-N,N-dimethylformamide complex (2.1 mg) were added (1R)-1-phenylethylamine (1.77 g) and deaerated methanol (28 mL), and the mixture was stirred at 35° C. for 18 hr under a hydrogen atmosphere (0.85 MPa). The mixture was allowed to cool to room temperature, and concentrated under reduced pressure. To the concentrated residue were added ethanol (14 mL) and N,N-dime... Reactants: Cl (HCl), C(C)(C)(C)OC(NC1CCN(CC1)CCCS(=O)(=O)C)=O ([1-(3-methanesulfonyl-propyl)-piperidin-4-yl]-carbamic acid tert-butyl ester). The solvent is O1CCOCC1 (dioxane), O1CCOCC1 (dioxane). Reaction conditions: time 18 hour. Product: Cl.Cl.CS(=O)(=O)CCCN1CCC(CC1)N (1-(3-methanesulfonyl-propyl)-piperidin-4-ylamine dihydrochloride). RXN SMILES: C(OC(=O)[NH:7][CH:8]1[CH2:13][CH2:12][N:11]([CH2:14][CH2:15][CH2:16][S:17]([CH3:20])(=[O:19])=[O:18])[CH2:10][CH2:9]1)(C)(C)C.[ClH:22]>O1CCOCC1>[ClH:22].[ClH:22].[CH3:20][S:17]([CH2:16][CH2:15][CH2:14][N:11]1[CH2:12][CH2:13][CH:8]([NH2:7])[CH2:9][CH2:10]1)(=[O:19])=[O:18] |f:3.4.5|. Reported procedure: To a cooled (0 degrees) mixture of 3.6 g (0.0113 mole) of [1-(3-methanesulfonyl-propyl)-piperidin-4-yl]-carbamic acid tert-butyl ester and 30 mL of dioxane, was added 14.1 mL of 4M HCl in dioxane. The mixture was stirred 18 hours at room temperature, and the solid collected by filtration to give 2.3 g of 1-(3-methanesulfonyl-propyl)-piperidin-4-ylamine dihydrochloride.